describe an organic reaction: reactants, conditions, products, and yield From a dataset of the Open Reaction Database (ORD), a public repository of structured organic reaction records. The reactants are C(C)(=O)OCCCS(=O)(=O)NC(=O)C1=C(N=C2N1C=CC=C2OCC2CCCCC2)C (3-[({[8-(cyclohexylmethoxy)-2-methylimidazo[1,2-a]pyridin-3-yl]carbonyl}amino)sulfonyl]propyl acetate), CO (methanol), [OH-].[Na+] (sodium hydroxide). The solvent is C1CCOC1 (THF). Conditions: time 8.5 hour. The product is C1(CCCCC1)COC=1C=2N(C=CC1)C(=C(N2)C)C(=O)NS(=O)(=O)CCCO (8-(cyclohexylmethoxy)-N-[(3-hydroxypropyl)sulfonyl]-2-methylimidazo[1,2-a]pyridine-3-carboxamide). Isolated yield 34.8%. As a reaction SMILES: C([O:4][CH2:5][CH2:6][CH2:7][S:8]([NH:11][C:12]([C:14]1[N:18]2[CH:19]=[CH:20][CH:21]=[C:22]([O:23][CH2:24][CH:25]3[CH2:30][CH2:29][CH2:28][CH2:27][CH2:26]3)[C:17]2=[N:16][C:15]=1[CH3:31])=[O:13])(=[O:10])=[O:9])(=O)C.CO.[OH-].[Na+]>C1COCC1>[CH:25]1([CH2:24][O:23][C:22]2[C:17]3[N:18]([C:14]([C:12]([NH:11][S:8]([CH2:7][CH2:6][CH2:5][OH:4])(=[O:10])=[O:9])=[O:13])=[C:15]([CH3:31])[N:16]=3)[CH:19]=[CH:20][CH:21]=2)[CH2:30][CH2:29][CH2:28][CH2:27][CH2:26]1 |f:2.3|. Procedure details: To 130 mg of 3-[({[8-(cyclohexylmethoxy)-2-methylimidazo[1,2-a]pyridin-3-yl]carbonyl}amino)sulfonyl]propyl acetate were added 2 ml of methanol, 2 ml of THF, and 1 ml of a 1 M aqueous sodium hydroxide solution, followed by stirring for 8.5 hours. The solvent was evaporated under reduced pressure and to the obtained residue were added water and 1 M hydrochloric acid. The solvent was evaporated under reduced pressure and the obtained residue was purified by silica gel column chromatography. To the ... Starting materials: C(CCC)C=1N(C(=CN1)/C=C(/C(=O)O)\CC=1SC=CC1)CC1=C(C=CC=C1)Cl ((E)-3-[2-n-Butyl-1-{(2-chlorophenyl)methyl}-1H-imidazol-5-yl]-2-(2-thienyl)methyl-2-propenoic acid), S(=O)(Cl)Cl (thionyl chloride), [OH-].[NH4+] (ammonium hydroxide). Product: C(CCC)C=1N(C(=CN1)/C=C(/C(=O)N)\CC=1SC=CC1)CC1=C(C=CC=C1)Cl ((E)-3-[2-n-Butyl-1-{(2-chlorophenyl)methyl}-1H-imidazol-5-yl]-2-(2-thienyl)methyl-2-propenamide). As a reaction SMILES: [CH2:1]([C:5]1[N:6]([CH2:21][C:22]2[CH:27]=[CH:26][CH:25]=[CH:24][C:23]=2[Cl:28])[C:7](/[CH:10]=[C:11](\[CH2:15][C:16]2[S:17][CH:18]=[CH:19][CH:20]=2)/[C:12]([OH:14])=O)=[CH:8][N:9]=1)[CH2:2][CH2:3][CH3:4].S(Cl)(Cl)=O.[OH-].[NH4+:34]>>[CH2:1]([C:5]1[N:6]([CH2:21][C:22]2[CH:27]=[CH:26][CH:25]=[CH:24][C:23]=2[Cl:28])[C:7](/[CH:10]=[C:11](\[CH2:15][C:16]2[S:17][CH:18]=[CH:19][CH:20]=2)/[C:12]([NH2:34])=[O:14])=[CH:8][N:9]=1)[CH2:2][CH2:3][CH3:4] |f:2.3|. Procedure: (E)-3-[2-n-Butyl-1-{(2-chlorophenyl)methyl}-1H-imidazol-5-yl]-2-(2-thienyl)methyl-2-propenoic acid, prepared in Example 1, was treated with thionyl chloride and then ammonium hydroxide, as described in Example 54, to give the title compound; mp 184°-185° C.